Task: describe an organic reaction: reactants, conditions, products, and yield. Dataset: the Open Reaction Database (ORD), a public repository of structured organic reaction records The reactants are COc1ccccc1, CC(=O)OC(C)=O, [Mg+2], C[N+](=O)[O-], O=S(=O)([O-])[O-], [Sc]. Yields the product COc1ccc(C(C)=O)cc1. As a reaction SMILES: [CH3:1][O:2][c:3]1[cH:4][cH:5][cH:6][cH:7][cH:8]1.[CH3:9][C:10](=[O:11])[O:12][C:13](=[O:14])[CH3:15].[Mg+2:16].[N+:22]([CH3:23])([O-:24])=[O:25].[O-:17][S:18](=[O:19])(=[O:20])[O-:21].[Sc:26]>>[CH3:1][O:2][c:3]1[cH:4][cH:5][c:6]([C:10]([CH3:9])=[O:11])[cH:7][cH:8]1. The reactants are ClCCC1=CC=C(C(=O)O)C=C1 (4-(2-Chloroethyl)benzoic acid), S(O)(O)(=O)=O (sulfuric acid). Reagents/catalysts: [O-2].[O-2].[Mn+4] (Manganese dioxide). The solvent is C1CCOC1 (THF), ClCCl (dichloromethane). Reaction conditions: time 2 hour. Product: ClCCC1=CC=C(C=O)C=C1 (4-(2-chloroethyl)benzaldehyde). Isolated yield 93.6%. Reaction SMILES: [Cl:1][CH2:2][CH2:3][C:4]1[CH:12]=[CH:11][C:7]([C:8](O)=[O:9])=[CH:6][CH:5]=1.S(=O)(=O)(O)O>C1COCC1.ClCCl.[O-2].[O-2].[Mn+4]>[Cl:1][CH2:2][CH2:3][C:4]1[CH:12]=[CH:11][C:7]([CH:8]=[O:9])=[CH:6][CH:5]=1 |f:4.5.6|. Procedure: 4-(2-Chloroethyl)benzoic acid (2.00 g, 10.83 mmol) was dissolved in THF (40 ml) under an argon atmosphere, and 1M borane-THF complex (16 ml, 16.00 mmol) was slowly added dropwise under ice-cooling. After stirring at room temperature for 2 hours, 1N sulfuric acid (36 ml) was added, and the mixture was stirred for 1 hour and extracted with ethyl acetate. The organic layer was washed with saturated brine and dried over anhydrous sodium sulfate. The solvent was evaporated under reduced pressure, and... The reactants are FC=1C=C(C=CC1C=1N=CC(=NC1)N)C1=C(C=C(C=C1)C(F)(F)F)OC (5-[3-fluoro-2′-methoxy-4′-(trifluoromethyl)biphenyl-4-yl]pyrazin-2-amine), B(Br)(Br)Br (boron tribromide), C(=O)(O)[O-].[Na+] (NaHCO3), [NH4+].[Cl-] (NH4Cl). The solvent is ClCCl (dichloromethane), ClCCl (dichloromethane). Reaction conditions: time 8 hour. Product: NC=1N=CC(=NC1)C1=C(C=C(C=C1)C=1C(=CC(=CC1)C(F)(F)F)O)F (4′-(5-Aminopyrazin-2-yl)-3′-fluoro-4-(trifluoromethyl)biphenyl-2-ol). RXN SMILES: [F:1][C:2]1[CH:3]=[C:4]([C:15]2[CH:20]=[CH:19][C:18]([C:21]([F:24])([F:23])[F:22])=[CH:17][C:16]=2[O:25]C)[CH:5]=[CH:6][C:7]=1[C:8]1[N:9]=[CH:10][C:11]([NH2:14])=[N:12][CH:13]=1.B(Br)(Br)Br.[NH4+].[Cl-].C([O-])(O)=O.[Na+]>ClCCl>[NH2:14][C:11]1[N:12]=[CH:13][C:8]([C:7]2[CH:6]=[CH:5][C:4]([C:15]3[C:16]([OH:25])=[CH:17][C:18]([C:21]([F:24])([F:22])[F:23])=[CH:19][CH:20]=3)=[CH:3][C:2]=2[F:1])=[N:9][CH:10]=1 |f:2.3,4.5|. Reported procedure: To a stirred solution of 5-[3-fluoro-2′-methoxy-4′-(trifluoromethyl)biphenyl-4-yl]pyrazin-2-amine (370 mg, 1.02 mmol) in dry dichloromethane (9.8 mL) at −78° Celsius, was added a boron tribromide in dichloromethane (3.1 mL, 1 M). The flask was slowly warmed to rt and stirred overnight. The reaction was poured into sat. NH4Cl and the pH adjusted to 8 with saturated NaHCO3. The resultant mixture was extracted with DCM (3×30 mL) and the combined extracts dried over Na2SO4, filtered and concentrated...